From a dataset of the Open Reaction Database (ORD), a public repository of structured organic reaction records. describe an organic reaction: reactants, conditions, products, and yield Starting materials: [Na] (sodium), C1(CCCCC1)O (cyclohexanol), [Na] (sodium), BrC1CCC(C2=CC=C(C=C12)Br)(C)C (4,6-dibromo-1,1-dimethyl-1,2,3,4-tetrahydronaphthalene), BrC1CCC(C2=CC=C(C=C12)Br)(C)C (4,6-dibromo-1,1-dimethyl-1,2,3,4-tetrahydronaphthalene), C1(CCCCC1)O (cyclohexanol). Reaction conditions: temperature 70 celsius, time 12 hour. Product: BrC=1C=C2C(CCC(C2=CC1)(C)C)OC1CCCCC1 (6-Bromo-4-cyclohexyloxy-1,2,3,4-tetrahydro-1,1-dimethylnaphthalene). As a reaction SMILES: [Na].Br[CH:3]1[C:12]2[C:7](=[CH:8][CH:9]=[C:10]([Br:13])[CH:11]=2)[C:6]([CH3:15])([CH3:14])[CH2:5][CH2:4]1.[CH:16]1([OH:22])[CH2:21][CH2:20][CH2:19][CH2:18][CH2:17]1>>[Br:13][C:10]1[CH:11]=[C:12]2[C:7](=[CH:8][CH:9]=1)[C:6]([CH3:15])([CH3:14])[CH2:5][CH2:4][CH:3]2[O:22][CH:16]1[CH2:21][CH2:20][CH2:19][CH2:18][CH2:17]1 |^1:0|. Procedure details: To 9 g (89.9 mmol) of cyclohexanol was added 160 mg (7.0 mmol) of sodium metal and the mixture was stirred at 70° C. for 12 hours. After all of the sodium dissolved the reaction mixture was cooled to ambient temperature and then a solution of 1 g (3.2 mmol) of 4,6-dibromo-1,1-dimethyl-1,2,3,4-tetrahydronaphthalene (Compound I) in 1 ml of cyclohexanol was added. The mixture was heated at 120° C. for 4 hours and thereafter the excess solvent distilled off under reduced pressure. The product was di... Reactants: BrCc1ccccc1, CCOC(=O)C1=CNCCc2c1[nH]c1ccccc21, [Cl-], [H-], [NH4+], [Na+], CN(C)C=O. Product: CCOC(=O)C1=CN(Cc2ccccc2)CCc2c1[nH]c1ccccc21. Reaction SMILES: [Br:22][CH2:23][c:24]1[cH:25][cH:26][cH:27][cH:28][cH:29]1.[CH2:3]1[CH2:4][NH:5][CH:6]=[C:7]([C:17](=[O:18])[O:19][CH2:20][CH3:21])[c:8]2[nH:9][c:10]3[cH:11][cH:12][cH:13][cH:14][c:15]3[c:16]21.[Cl-:30].[H-:1].[NH4+:31].[Na+:2].[O:32]=[CH:33][N:34]([CH3:35])[CH3:36]>>[CH2:3]1[CH2:4][N:5]([CH2:23][c:24]2[cH:25][cH:26][cH:27][cH:28][cH:29]2)[CH:6]=[C:7]([C:17](=[O:18])[O:19][CH2:20][CH3:21])[c:8]2[nH:9][c:10]3[cH:11][cH:12][cH:13][cH:14][c:15]3[c:16]21. Starting materials: C1CCOC1, [Na+], [OH-], O, COC(=O)Cc1cc(Cl)c(Nc2nc3ccccc3s2)cc1F. The product is O=C(O)Cc1cc(Cl)c(Nc2nc3ccccc3s2)cc1F. Reaction SMILES: [CH2:27]1[O:28][CH2:29][CH2:30][CH2:31]1.[Na+:25].[OH-:24].[OH2:26].[s:1]1[c:2]([NH:10][c:11]2[cH:12][c:13]([F:23])[c:14]([CH2:18][C:19](=[O:20])[O:21][CH3:22])[cH:15][c:16]2[Cl:17])[n:3][c:4]2[c:5]1[cH:6][cH:7][cH:8][cH:9]2>>[s:1]1[c:2]([NH:10][c:11]2[cH:12][c:13]([F:23])[c:14]([CH2:18][C:19](=[O:20])[OH:21])[cH:15][c:16]2[Cl:17])[n:3][c:4]2[c:5]1[cH:6][cH:7][cH:8][cH:9]2. Starting materials: C1(=CC=CC=C1)CC(=O)N[C@H]1[C@@H]2N(C(=C(CS2)C2=NC(=NN2)CC(=O)O)C(=S)OC(C2=CC=CC=C2)C2=CC=CC=C2)C1=O (benzhydryl 7β-(2-phenylacetamido)-3-(3-carboxymethyl-1,2,4-triazol-5-yl)thio-3-cephem-4-carboxylate), crude product, FC(C(=O)O)(F)F (trifluoroacetic acid), C(C)(C)OC(C)C (diisopropyl ether). Solvent: ClCCl (dichloromethane), C1(=CC=CC=C1)OC (anisole), C([O-])(O)=O.[Na+] (sodium bicarbonate). Reaction conditions: time 50 minute. Yields the product C1(=CC=CC=C1)CC(=O)N[C@H]1[C@@H]2N(C(=C(CS2)C2=NNC(=N2)CC(=O)O)C(=S)O)C1=O (7β-(2-phenylacetamido)-3-(5-carboxymethyl-1,2,4-triazol-3-yl)thio-3-cephem-4-carboxylic acid). Isolated yield 9.5%. RXN SMILES: [C:1]1([CH2:7][C:8]([NH:10][C@@H:11]2[C:43](=[O:44])[N:13]3[C:14]([C:27]([O:29]C(C4C=CC=CC=4)C4C=CC=CC=4)=[S:28])=[C:15]([C:18]4[NH:22][N:21]=[C:20]([CH2:23][C:24]([OH:26])=[O:25])[N:19]=4)[CH2:16][S:17][C@H:12]23)=[O:9])[CH:6]=[CH:5][CH:4]=[CH:3][CH:2]=1.FC(F)(F)C(O)=O.C(OC(C)C)(C)C>ClCCl.C1(OC)C=CC=CC=1.C(=O)(O)[O-].[Na+]>[C:1]1([CH2:7][C:8]([NH:10][C@@H:11]2[C:43](=[O:44])[N:13]3[C:14]([C:27]([OH:29])=[S:28])=[C:15]([C:18]4[N:19]=[C:20]([CH2:23][C:24]([OH:26])=[O:25])[NH:21][N:22]=4)[CH2:16][S:17][C@H:12]23)=[O:9])[CH:6]=[CH:5][CH:4]=[CH:3][CH:2]=1 |f:5.6|. Procedure details: To a solution of benzhydryl 7β-(2-phenylacetamido)-3-(3-carboxymethyl-1,2,4-triazol-5-yl)thio-3-cephem-4-carboxylate (370 mg) in a mixture of dichloromethane (1.2 ml) and anisole (0.4 ml) was added trifluoroacetic acid (0.8 ml) under ice-cooling. The mixture was stirred at room temperature for 50 minutes. The reaction mixture was poured into diisopropyl ether (30 ml), and the resulting precipitate was collected by filtration and dried in vacuo. The precipitate was dissolved in a mixture of aqueo... Reactants: CCCCCCCC[N+](C)(CCCCCCCC)CCCCCCCC, [Cl-], CNCc1cc(OC)c(OC)cc1CCl, Cl, [Na+], [OH-], c1ccccc1. Yields the product COc1cc2c(cc1OC)CN(C)C2, Cl. As a reaction SMILES: [CH2:20]([N+:21]([CH2:22][CH2:23][CH2:24][CH2:25][CH2:26][CH2:27][CH2:28][CH3:29])([CH2:30][CH2:31][CH2:32][CH2:33][CH2:34][CH2:35][CH2:36][CH3:37])[CH3:38])[CH2:39][CH2:40][CH2:41][CH2:42][CH2:43][CH2:44][CH3:45].[Cl-:19].[Cl:2][CH2:3][c:4]1[cH:5][c:6]([O:15][CH3:16])[c:7]([O:13][CH3:14])[cH:8][c:9]1[CH2:10][NH:11][CH3:12].[ClH:1].[Na+:18].[OH-:17].[cH:46]1[cH:47][cH:48][cH:49][cH:50][cH:51]1>>[CH2:3]1[c:4]2[cH:5][c:6]([O:15][CH3:16])[c:7]([O:13][CH3:14])[cH:8][c:9]2[CH2:10][N:11]1[CH3:12].[ClH:2]. Starting materials: CS(C)=O, O=[N+]([O-])c1cc(Cl)ccc1Cl, Cl, [K+], [OH-], O, Oc1ccc(O)cc1. The product is O=[N+]([O-])c1cc(Cl)ccc1Oc1ccc(O)cc1. Reaction SMILES: [CH3:23][S:24]([CH3:25])=[O:26].[Cl:11][c:12]1[c:13]([N+:19](=[O:20])[O-:21])[cH:14][c:15]([Cl:18])[cH:16][cH:17]1.[ClH:22].[K+:10].[OH-:9].[OH2:27].[OH:1][c:2]1[cH:3][cH:4][c:5]([OH:6])[cH:7][cH:8]1>>[O:1]([c:2]1[cH:3][cH:4][c:5]([OH:6])[cH:7][cH:8]1)[c:12]1[c:13]([N+:19](=[O:20])[O-:21])[cH:14][c:15]([Cl:18])[cH:16][cH:17]1. The reactants are C(C=C)OC1=CC=C(C=C1)C=1CCC(NN1)=O (6(4-allyloxyphenyl)-4,5-dihydro-3(2H)-pyridazinone), CN(C1=CC=CC=C1)C (N,N-dimethylaniline). Product: C(C=C)C=1C=C(C=CC1O)C=1CCC(NN1)=O (6-(3-allyl-4-hydroxyphenyl)-4,5-dihydro-3(2H)-pyridazinone). Yield: 87.0%. As a reaction SMILES: C([O:4][C:5]1[CH:10]=[CH:9][C:8]([C:11]2[CH2:12][CH2:13][C:14](=[O:17])[NH:15][N:16]=2)=[CH:7][CH:6]=1)C=C.CN(C)[C:20]1[CH:25]=CC=C[CH:21]=1>>[CH2:25]([C:10]1[CH:9]=[C:8]([C:11]2[CH2:12][CH2:13][C:14](=[O:17])[NH:15][N:16]=2)[CH:7]=[CH:6][C:5]=1[OH:4])[CH:20]=[CH2:21]. Procedure: A mixture of 6(4-allyloxyphenyl)-4,5-dihydro-3(2H)-pyridazinone (81.8g, 0.36mole; and N,N-dimethylaniline (200 ml) was heated under reflux in an atmosphere of nitrogen for 6 hours, then allowed to cool overnight. The collected product was well washed with ether to give 6-(3-allyl-4-hydroxyphenyl)-4,5-dihydro-3(2H)-pyridazinone (71.5g, 87%, m.p. 240°-244° C). Recrystallisation from 2-methoxyethanol gave the pure material of m.p. 242°-244° C. (Found: C, 67.54; H, 6.20; N, 12.04; M+, 230. C13H14N2O... Reactants: C1(=CC=CC=C1)C=CC1=C(C=CC=C1)[N+](=O)[O-] (1-phenyl-2-(2-nitro-phenyl)-ethene), Cl (hydrochloric acid), [Sn] (tin). Product: C1(=CC=CC=C1)C=CC1=C(N)C=CC=C1 (2-(2-phenylethen-1-yl)-aniline). Yield: 76.4%. RXN SMILES: [C:1]1([CH:7]=[CH:8][C:9]2[CH:14]=[CH:13][CH:12]=[CH:11][C:10]=2[N+:15]([O-])=O)[CH:6]=[CH:5][CH:4]=[CH:3][CH:2]=1.Cl.[Sn]>>[C:1]1([CH:7]=[CH:8][C:9]2[CH:14]=[CH:13][CH:12]=[CH:11][C:10]=2[NH2:15])[CH:2]=[CH:3][CH:4]=[CH:5][CH:6]=1 |^3:18|. Procedure details: At room temperature, a mixture of 12.9 g (0.057 mol) of 1-phenyl-2-(2-nitro-phenyl)-ethene and 210 ml of 17% strength aqueous hydrochloric acid is admixed with 38.7 g of tin powder and slowly heated to reflux temperature. The mixture is boiled under reflux for 2 hours and then cooled to room temperature and extracted repeatedly with diethyl ether. The organic phase is concentrated under reduced pressure. The residue that remains is admixed with water, and the resulting mixture is neutralized by ... Starting materials: CC(CN1CCOCC1)(C)NC(OC(C)(C)C)=O (tert-Butyl 2-methyl-1-morpholinopropan-2-ylcarbamate), CI (methyl iodide). Reported procedure: tert-Butyl 2-methyl-1-morpholinopropan-2-ylcarbamate (640 mg, 2.5 mmol) was dissolved in methyl iodide (20 ml) and placed in a sealed tube. The reaction was stirred at 50° C. for 18 hours. The reaction mixture was concentrated and partitioned between water and ethyl acetate. The water layer was separated and concentrated to give 840 mg (85%) 4-(2-(tert-butoxycarbonylamino)-2-methylpropyl)-4-methylmorpholin-4-ium iodide. 1H NMR (D2O): δ (m, 4 H), 3.83 (s, 2 H), 3.72-3.54 (m, 4 H), 3.37 (s, 3 H), ... As a reaction SMILES: [CH3:1][C:2]([NH:11][C:12](=[O:18])[O:13][C:14]([CH3:17])([CH3:16])[CH3:15])([CH3:10])[CH2:3][N:4]1[CH2:9][CH2:8][O:7][CH2:6][CH2:5]1.[CH3:19][I:20]>>[I-:20].[C:14]([O:13][C:12]([NH:11][C:2]([CH3:1])([CH3:10])[CH2:3][N+:4]1([CH3:19])[CH2:9][CH2:8][O:7][CH2:6][CH2:5]1)=[O:18])([CH3:17])([CH3:16])[CH3:15] |f:2.3|. The yield is 85.0%. Run at temperature 50 celsius, time 18 hour. The product is [I-].C(C)(C)(C)OC(=O)NC(C[N+]1(CCOCC1)C)(C)C (4-(2-(tert-butoxycarbonylamino)-2-methylpropyl)-4-methylmorpholin-4-ium iodide).